From a dataset of the Open Reaction Database (ORD), a public repository of structured organic reaction records. describe an organic reaction: reactants, conditions, products, and yield The reactants are C(CCC)C=1N(C(=C(N1)CO)Cl)C1CCC2=CC(=CC=C12)C1=C(C=CC=C1)C1=NN=NN1C(C1=CC=CC=C1)(C1=CC=CC=C1)C1=CC=CC=C1 ((2-butyl-5-chloro-1-{5-[2-(1-trityl-1H-tetrazol-5-yl)-phenyl]-indan-1-yl}-1H-imidazol-4-yl)-methanol). Solvent: CO (MeOH). Product: C(CCC)C=1N(C(=C(N1)CO)Cl)C1CCC2=CC(=CC=C12)C1=C(C=CC=C1)C1=NN=NN1 ((2-Butyl-5-chloro-1-{5-[2-(1h-tetrazol-5-yl)-phenyl]-indan-1-yl}-1H-imidazol-4-yl)-methanol). The yield is 47.7%. RXN SMILES: [CH2:1]([C:5]1[N:6]([CH:13]2[C:21]3[C:16](=[CH:17][C:18]([C:22]4[CH:27]=[CH:26][CH:25]=[CH:24][C:23]=4[C:28]4[N:32](C(C5C=CC=CC=5)(C5C=CC=CC=5)C5C=CC=CC=5)[N:31]=[N:30][N:29]=4)=[CH:19][CH:20]=3)[CH2:15][CH2:14]2)[C:7]([Cl:12])=[C:8]([CH2:10][OH:11])[N:9]=1)[CH2:2][CH2:3][CH3:4]>CO>[CH2:1]([C:5]1[N:6]([CH:13]2[C:21]3[C:16](=[CH:17][C:18]([C:22]4[CH:27]=[CH:26][CH:25]=[CH:24][C:23]=4[C:28]4[NH:32][N:31]=[N:30][N:29]=4)=[CH:19][CH:20]=3)[CH2:15][CH2:14]2)[C:7]([Cl:12])=[C:8]([CH2:10][OH:11])[N:9]=1)[CH2:2][CH2:3][CH3:4]. Reported procedure: A solution of (2-butyl-5-chloro-1-{5-[2-(1-trityl-1H-tetrazol-5-yl)-phenyl]-indan-1-yl}-1H-imidazol-4-yl)-methanol (100 mg) in MeOH (10 mL) was heated under reflux for 8 hours. The reaction mixture was cooled to room temperature and concentrated in vacuo. The crude residue was chromatographed on SiO2 -gel using a gradient of 2% MeOH/CH2Cl2 to 15% MeOH/CH2Cl2 to give 31 mg of a colorless oil. The oil was dissolved in EtOAc (0.5 mL) and hexanes were added to precipitate a solid. The solid was filt... Starting materials: C(C1=CC=CC=C1)Br (benzylbromide), C1(CCCCCO1)=O (caprolactone), [Li+].CC(C)[N-]C(C)C (LDA). The solvent is CN1CCCN(C1=O)C (DMPU), C1CCOC1 (THF), C1CCOC1 (THF). Run at time 2 hour. Yields the product C(C1=CC=CC=C1)C1C(=O)OCCCC1 (2-benzylcaprolactone). Reaction SMILES: [C:1]1(=[O:8])[O:7][CH2:6][CH2:5][CH2:4][CH2:3][CH2:2]1.[Li+].CC([N-]C(C)C)C.[CH2:17](Br)[C:18]1[CH:23]=[CH:22][CH:21]=[CH:20][CH:19]=1>C1COCC1.CN1C(=O)N(C)CCC1>[CH2:17]([CH:2]1[CH2:3][CH2:4][CH2:5][CH2:6][O:7][C:1]1=[O:8])[C:18]1[CH:23]=[CH:22][CH:21]=[CH:20][CH:19]=1 |f:1.2|. Procedure: A solution of 1 mmol of caprolactone in 0.5 mL THF was added to a solution of LDA in 0.5 mL THF at -78° C. and this stirred for 2 h. Then a solution of 1.1 mmol of a benzylbromide in 0.14 mL DMPU was added to the above mixture and after stirring for 1 h at -15° C., the 2-benzylcaprolactone was isolated by extraction and chromatography. Reactants: O=C([O-])[O-], CC(N)=O, COCCOCCN(CCOCCOC)CCOCCOC, CCOC(C)=O, O=C(O)c1ccc(Cl)nc1Cl, Cl[Cu], Cl, [K+], [K+], O, O=C(O)CC(O)(CC(=O)O)C(=O)O, Cc1ccccc1C. Yields the product Nc1nc(Cl)ccc1C(=O)O. Reaction SMILES: [C:16](=[O:17])([O-:18])[O-:19].[CH3:12][C:13]([NH2:14])=[O:15].[CH3:22][O:23][CH2:24][CH2:25][O:26][CH2:27][CH2:28][N:29]([CH2:30][CH2:31][O:32][CH2:33][CH2:34][O:35][CH3:36])[CH2:37][CH2:38][O:39][CH2:40][CH2:41][O:42][CH3:43].[CH3:60][CH2:61][O:62][C:63](=[O:64])[CH3:65].[Cl:1][c:2]1[c:3]([C:4](=[O:5])[OH:6])[cH:7][cH:8][c:9]([Cl:11])[n:10]1.[Cl:58][Cu:59].[ClH:44].[K+:20].[K+:21].[OH2:66].[OH:45][C:46]([CH2:47][C:48]([C:49](=[O:50])[OH:51])([CH2:52][C:53](=[O:54])[OH:55])[OH:56])=[O:57].[c:67]1([CH3:68])[c:69]([CH3:70])[cH:71][cH:72][cH:73][cH:74]1>>[c:2]1([NH2:14])[c:3]([C:4](=[O:5])[OH:6])[cH:7][cH:8][c:9]([Cl:11])[n:10]1. Reactants: O[C@@H]1CN(CC[C@H]1OC=1C=CC=C2C=CC(=NC12)C1=CN=C2N1C=CC(=C2)OCCOC)C(=O)OCC2=CC1=CC=CC=C1C=C2 ((trans)-Naphthalen-2-ylmethyl 3-hydroxy-4-(2-(7-(2-methoxyethoxy)imidazo[1,2-a]pyridin-3-yl)quinolin-8-yloxy)piperidine-1-carboxylate). The reagents and catalysts are [Pd] (Pd/C). The solvent is CCO.C(C)(=O)OCC (EtOH ethyl acetate). Reaction conditions: time 19 hour. Product: COCCOC1=CC=2N(C=C1)C(=CN2)C2=NC1=C(C=CC=C1C=C2)O[C@H]2[C@@H](CNCC2)O ((trans)-4-(2-(7-(2-methoxyethoxy)imidazo[1.2-a]pyridin-3-yl)quinolin-8-yloxy)piperidin-3-ol). As a reaction SMILES: [OH:1][C@H:2]1[C@H:7]([O:8][C:9]2[CH:10]=[CH:11][CH:12]=[C:13]3[C:18]=2[N:17]=[C:16]([C:19]2[N:23]4[CH:24]=[CH:25][C:26]([O:28][CH2:29][CH2:30][O:31][CH3:32])=[CH:27][C:22]4=[N:21][CH:20]=2)[CH:15]=[CH:14]3)[CH2:6][CH2:5][N:4](C(OCC2C=CC3C(=CC=CC=3)C=2)=O)[CH2:3]1>CCO.C(OCC)(=O)C.[Pd]>[CH3:32][O:31][CH2:30][CH2:29][O:28][C:26]1[CH:25]=[CH:24][N:23]2[C:19]([C:16]3[CH:15]=[CH:14][C:13]4[C:18](=[C:9]([O:8][C@@H:7]5[CH2:6][CH2:5][NH:4][CH2:3][C@H:2]5[OH:1])[CH:10]=[CH:11][CH:12]=4)[N:17]=3)=[CH:20][N:21]=[C:22]2[CH:27]=1 |f:1.2|. Reported procedure: (trans)-Naphthalen-2-ylmethyl 3-hydroxy-4-(2-(7-(2-methoxyethoxy)imidazo[1,2-a]pyridin-3-yl)quinolin-8-yloxy)piperidine-1-carboxylate (0.045 g, 0.072 mmol) was dissolved in 95% EtOH/ethyl acetate (1:1, 2 mL) and treated with 10% Pd/C (Degeussa type, 20 mg). The reaction was purged with argon then subjected to hydrogen atmosphere at balloon pressure. After 19 hours, the reaction was purged with N2 and treated with fresh catalyst (ca. 5 mg) and re-subjected to hydrogen atmosphere for 5 hours. The ... Reactants: OCC1=C(SC=C1C)C(=O)O (3-(Hydroxymethyl)-4-methylthiophene-2-carboxylic acid), Cl.CN(CCCN=C=NCC)C (N-[3-(dimethylamino)propyl]-N′-ethylcarbodiimide hydrochloride). Solvent: ClCCl (dichloromethane). Reaction conditions: time 18 hour. The product is CC1=CSC=2C(OCC21)=O (3-Methylthieno[2,3-c]furan-6-(4H)-one). Reaction SMILES: O[CH2:2][C:3]1[C:7]([CH3:8])=[CH:6][S:5][C:4]=1[C:9]([OH:11])=[O:10].Cl.CN(C)CCCN=C=NCC>ClCCl>[CH3:8][C:7]1[C:3]2[CH2:2][O:11][C:9](=[O:10])[C:4]=2[S:5][CH:6]=1 |f:1.2|. Procedure: In a 50 mL round bottom flask, 3-(Hydroxymethyl)-4-methylthiophene-2-carboxylic acid (440 mg, 2.56 mmol, 1.0 eq) was suspended in dichloromethane (5 mL). To above mixture was added N-[3-(dimethylamino)propyl]-N′-ethylcarbodiimide hydrochloride (735 mg, 3.83 mmol, 1.5 eq). The reaction was stirred at r.t. for 18 hr, washed with brine and water. The organic phase was dried over MgSO4, filtered and concentrated. LC-MS (IE, m/z): 155.1 [M+1]+; 1H NMR (500 MHz, CDCl3, δ in ppm): 7.44 (1H, s), 5.14 (2... Starting materials: [N+](=O)([O-])C=1C=C(C=O)C=CC1 (m-nitrobenzaldehyde), C(CC(=O)C)(=O)OCCN1CCN(CC1)C1=C(C=CC=C1)OC (2-[4-(2-methoxyphenyl)-1-piperazinyl]ethyl acetoacetate), N\C(=C/C(=O)OC)\C (methyl 3-aminocrotonate). Run in C(C)(C)O (isopropyl alcohol). Product: CC=1NC(=C(C(C1C(=O)OCCN1CCN(CC1)C1=C(C=CC=C1)OC)C1=CC(=CC=C1)[N+](=O)[O-])C(=O)OC)C (2-[4-(2-methoxyphenyl)-1-piperazinyl]-ethyl methyl 2,6-dimethyl-4-(3-nitrophenyl)-1,4-dihydropyridine-3,5-dicarboxylate). The yield is 55.6%. As a reaction SMILES: [N+:1]([C:4]1[CH:5]=[C:6]([CH:9]=[CH:10][CH:11]=1)[CH:7]=O)([O-:3])=[O:2].[C:12]([O:18][CH2:19][CH2:20][N:21]1[CH2:26][CH2:25][N:24]([C:27]2[CH:32]=[CH:31][CH:30]=[CH:29][C:28]=2[O:33][CH3:34])[CH2:23][CH2:22]1)(=[O:17])[CH2:13][C:14]([CH3:16])=O.[NH2:35]/[C:36](/[CH3:42])=[CH:37]\[C:38]([O:40][CH3:41])=[O:39]>C(O)(C)C>[CH3:16][C:14]1[NH:35][C:36]([CH3:42])=[C:37]([C:38]([O:40][CH3:41])=[O:39])[CH:7]([C:6]2[CH:9]=[CH:10][CH:11]=[C:4]([N+:1]([O-:3])=[O:2])[CH:5]=2)[C:13]=1[C:12]([O:18][CH2:19][CH2:20][N:21]1[CH2:26][CH2:25][N:24]([C:27]2[CH:32]=[CH:31][CH:30]=[CH:29][C:28]=2[O:33][CH3:34])[CH2:23][CH2:22]1)=[O:17]. Reported procedure: A mixture of m-nitrobenzaldehyde, 2-[4-(2-methoxyphenyl)-1-piperazinyl]ethyl acetoacetate and methyl 3-aminocrotonate was worked up in isopropyl alcohol in the same manner as Example 1 to give 2-[4-(2-methoxyphenyl)-1-piperazinyl]-ethyl methyl 2,6-dimethyl-4-(3-nitrophenyl)-1,4-dihydropyridine-3,5-dicarboxylate as a light yellow powder, m.p. 58° C. (sintering). Yield 55.6%. NMR(CDCl3) δ: 2.34(6H,s, ##STR32## 3.63(3H,s,OCH3), 3.83(3H,s,OCH3), 4.21(2H,t,J=6, --COOCH2CH2 --), 5.14(1H,s,C(4) --H), 6...